From a dataset of the Open Reaction Database (ORD), a public repository of structured organic reaction records. describe an organic reaction: reactants, conditions, products, and yield Starting materials: OC(CNC1=NC(=NC(=N1)NCC(O)C1CC(NC(C1)(C)C)(C)C)Cl)C1CC(NC(C1)(C)C)(C)C (2,4-bis{2-hydroxy-N-(2,2,6,6-tetramethyl-4-piperidyl)ethylamino}-6-chloro-1,3,5-triazine), C(CCCCCCCCCCC)N (dodecylamine), C(C)(=O)OCC (ethyl acetate). Solvent: CO (methanol). Product: OC(CNC1=NC(=NC(=N1)NCC(O)C1CC(NC(C1)(C)C)(C)C)NCCCCCCCCCCCC)C1CC(NC(C1)(C)C)(C)C (2,4-Bis{2-hydroxy-N-(2,2,6,6-tetramethyl-4-piperidyl)ethylamino}-6-n-dodecylamino-1,3,5-triazine). RXN SMILES: [OH:1][CH:2]([CH:26]1[CH2:31][C:30]([CH3:33])([CH3:32])[NH:29][C:28]([CH3:35])([CH3:34])[CH2:27]1)[CH2:3][NH:4][C:5]1[N:10]=[C:9]([NH:11][CH2:12][CH:13]([CH:15]2[CH2:20][C:19]([CH3:22])([CH3:21])[NH:18][C:17]([CH3:24])([CH3:23])[CH2:16]2)[OH:14])[N:8]=[C:7](Cl)[N:6]=1.[CH2:36]([NH2:48])[CH2:37][CH2:38][CH2:39][CH2:40][CH2:41][CH2:42][CH2:43][CH2:44][CH2:45][CH2:46][CH3:47].C(OCC)(=O)C>CO>[OH:1][CH:2]([CH:26]1[CH2:31][C:30]([CH3:33])([CH3:32])[NH:29][C:28]([CH3:35])([CH3:34])[CH2:27]1)[CH2:3][NH:4][C:5]1[N:10]=[C:9]([NH:11][CH2:12][CH:13]([CH:15]2[CH2:20][C:19]([CH3:22])([CH3:21])[NH:18][C:17]([CH3:24])([CH3:23])[CH2:16]2)[OH:14])[N:8]=[C:7]([NH:48][CH2:36][CH2:37][CH2:38][CH2:39][CH2:40][CH2:41][CH2:42][CH2:43][CH2:44][CH2:45][CH2:46][CH3:47])[N:6]=1. Reported procedure: Following the procedure of Example 1, 2,4-bis{2-hydroxy-N-(2,2,6,6-tetramethyl-4-piperidyl)ethylamino}-6-chloro-1,3,5-triazine (5.2 g) was reacted with dodecylamine (2.8 g) to afford an oily product. It was treated with alumina column chromatography (eluent=ethyl acetate:methanol=10:1) and the resulting crystals were recrystallized from n-hexane to afford the desired product as white crystals melting at 107°-109° C. The reactants are FC(C(=O)O)(F)F.ClC1=CN=C(C2=CC(=CC=C12)S(=O)(=O)N[C@@H](CC1=CC=CC=C1)C(=O)O)NC(=N)N (N-[(4-Chloro-1-guanidino-7-isoquinolinyl)sulphonyl]-L-phenylalanine trifluoroacetate), Cl.NC(=N)N (guanidine hydrochloride), C(C)(C)(C)OC([C@@H](NS(=O)(=O)C1=CC=C2C(=CN=C(C2=C1)Cl)Cl)CC1=CC=CC=C1)=O (N-[(1,4-Dichloro-7-isoquinolinyl)sulphonyl]-L-phenylalanine t-butyl ester). Solvent: CS(=O)C (DMSO). Conditions: temperature 60 celsius. Yields the product C(C)(C)(C)OC([C@@H](NS(=O)(=O)C1=CC=C2C(=CN=C(C2=C1)NC(=N)N)Cl)CC1=CC=CC=C1)=O (N-[(4-chloro-1-guanidino-7-isoquinolinyl)sulphonyl]-L-phenylalanine t-butyl ester). The yield is 32.9%. As a reaction SMILES: FC(F)(F)C(O)=O.[Cl:8][C:9]1[C:18]2[C:13](=[CH:14][C:15]([S:19]([NH:22][C@H:23]([C:31]([OH:33])=[O:32])[CH2:24][C:25]3[CH:30]=[CH:29][CH:28]=[CH:27][CH:26]=3)(=[O:21])=[O:20])=[CH:16][CH:17]=2)[C:12]([NH:34][C:35]([NH2:37])=[NH:36])=[N:11][CH:10]=1.Cl.NC(N)=N.[C:43](OC(=O)[C@H](CC1C=CC=CC=1)NS(C1C=C2C(C(Cl)=CN=C2Cl)=CC=1)(=O)=O)([CH3:46])([CH3:45])[CH3:44]>CS(C)=O>[C:43]([O:32][C:31](=[O:33])[C@H:23]([CH2:24][C:25]1[CH:30]=[CH:29][CH:28]=[CH:27][CH:26]=1)[NH:22][S:19]([C:15]1[CH:14]=[C:13]2[C:18]([C:9]([Cl:8])=[CH:10][N:11]=[C:12]2[NH:34][C:35]([NH2:37])=[NH:36])=[CH:17][CH:16]=1)(=[O:20])=[O:21])([CH3:46])([CH3:45])[CH3:44] |f:0.1,2.3|. Procedure: N-[(4-Chloro-1-guanidino-7-isoquinolinyl)sulphonyl]-L-phenylalanine trifluoroacetate ##STR37## NaH (22 mg, 80% dispersion by wt in mineral oil, 0.73 mmol) was added in one portion to a stirred suspension of guanidine hydrochloride (76.7 mg, 0.80 mmol) in DMSO (5.0 mL) and the mixture was heated at 60° C. under N2 for 20 min. N-[(1,4-Dichloro-7-isoquinolinyl)sulphonyl]-L-phenylalanine t-butyl ester (103 mg, 0.21 mmol) was added and the mixture heated at 95° C. for 17 h. The solvents were evaporat... The reactants are C(C)(C)C1=NC(=C(C(=C1CO)C1=CC=C(C=C1)F)CCCCC)C(C)C (2,6-diisopropyl-3-hydroxymethyl-4-(4-fluorophenyl)-5-pentylpyridine), C(C=C)[Mg]Br (allylmagnesium bromide). Run in C(Cl)Cl.CCCCCC (CH2Cl2 hexane). Yields the product C(C)(C)C1=NC(=C(C(=C1C(C=CC)O)C1=CC=C(C=C1)F)CCCCC)C(C)C ((±)-2,6-Diisopropyl-3-(1-hydroxy-2-butenyl)-4-(4-fluorophenyl)-5-pentylpyridine). RXN SMILES: [CH:1]([C:4]1[C:9]([CH2:10][OH:11])=[C:8]([C:12]2[CH:17]=[CH:16][C:15]([F:18])=[CH:14][CH:13]=2)[C:7]([CH2:19][CH2:20][CH2:21][CH2:22][CH3:23])=[C:6]([CH:24]([CH3:26])[CH3:25])[N:5]=1)([CH3:3])[CH3:2].[CH2:27]([Mg]Br)[CH:28]=[CH2:29]>C(Cl)Cl.CCCCCC>[CH:1]([C:4]1[C:9]([CH:10]([OH:11])[CH:27]=[CH:28][CH3:29])=[C:8]([C:12]2[CH:13]=[CH:14][C:15]([F:18])=[CH:16][CH:17]=2)[C:7]([CH2:19][CH2:20][CH2:21][CH2:22][CH3:23])=[C:6]([CH:24]([CH3:25])[CH3:26])[N:5]=1)([CH3:3])[CH3:2] |f:2.3|. Procedure details: The title compound was prepared from 2,6-diisopropyl-3-hydroxymethyl-4-(4-fluorophenyl)-5-pentylpyridine (Example 1) and allylmagnesium bromide according to the procedures described in Example 114. 1H NMR (300 MHz, CDCl3): δ 7.09 (m, 4 H), 6.58 (m, 1 H), 5.06 (s, 1 H), 5.01 (m, 1 H), 4.47 (m, 1 H), 3.71 (septet, J=6.6 Hz, 1 H), 3.20 (septet, J=6.6 Hz, 1 H), 2.59 (m, 1 H), 2.35 (m, 1 H), 2.18 (t, J=4.8 Hz, 2 H), 1.72 (d, J=2.9 Hz, 1 H), 1.28 (m, 14 H), 1.11 (m, 4 H), 0.783 (t, J=6.6 Hz, 3 H). FAB...